The task is: describe an organic reaction: reactants, conditions, products, and yield. This data is from the Open Reaction Database (ORD), a public repository of structured organic reaction records. Starting materials: ClC=1C=NN(C1)CO (4-chloro-1H-pyrazole-1-ylmethanol), S(=O)(Cl)Cl (thionyl chloride). The solvent is ClCCl (dichloromethane). Run at time 8 hour. Yields the product Cl.ClC=1C=NN(C1)CCl (4-chloro-1-(chloromethyl)-1H-pyrazole hydrochloride). RXN SMILES: [Cl:1][C:2]1[CH:3]=[N:4][N:5]([CH2:7]O)[CH:6]=1.S(Cl)([Cl:11])=O>ClCCl>[ClH:1].[Cl:1][C:2]1[CH:3]=[N:4][N:5]([CH2:7][Cl:11])[CH:6]=1 |f:3.4|. Reported procedure: 2.73 g of 4-chloro-1H-pyrazole-1-ylmethanol was dissolved to 20 ml of dichloromethane. 4.4 ml of thionyl chloride was added to the solution, followed by stirring at room temperature for overnight. The reaction mixture was concentrated under reduced pressure to obtain 2.90 g of 4-chloro-1-(chloromethyl)-1H-pyrazole hydrochloride.